Task: describe an organic reaction: reactants, conditions, products, and yield. Dataset: the Open Reaction Database (ORD), a public repository of structured organic reaction records Reactants: NC1=NC2=NC=C(N=C2C(=N1)N)COC (2,4-diamino-6-methoxymethyl pteridine), C(C)(=O)O (acetic acid). Solvent: [OH-].[Na+] (NaOH). Yields the product NC1=NC2=NC=C(N=C2C(N1)=O)COC (2-amino-6-methoxymethyl-4(3H)-pteridinone). Yield: 83.0%. Reaction SMILES: [NH2:1][C:2]1[N:11]=[C:10](N)[C:9]2[C:4](=[N:5][CH:6]=[C:7]([CH2:13][O:14][CH3:15])[N:8]=2)[N:3]=1.C(O)(=[O:18])C>[OH-].[Na+]>[NH2:1][C:2]1[NH:11][C:10](=[O:18])[C:9]2[C:4](=[N:5][CH:6]=[C:7]([CH2:13][O:14][CH3:15])[N:8]=2)[N:3]=1 |f:2.3|. Procedure details: The diaminopteridine, vide supra, was hydrolyzed in 1N NaOH at 70° C. for 3 hr. The resulting basic solution was then acidified with acetic acid, and the yellow product was filtered, washed with 95% ethanol and ethyl ether, and dried under vacuum overnight to yield 0.5 g (83%) of 2-amino-6-methoxymethyl-4(3H)-pteridinone as a yellow powder: UV (0.1N NaOH) λmax 255 nm (22300), 277.5 nm sh (6200), 364 nm (7100); NMR (DMSO-d6) 3.36 δ(s, OMe), 4.53 (s, CH2O), 7.32 (brs, NH2), and 8.63 (s, 7-H). Anal...